This data is from the Open Reaction Database (ORD), a public repository of structured organic reaction records. The task is: describe an organic reaction: reactants, conditions, products, and yield The reactants are CCOC(=O)N1CCC(N)CC1, CN1CCCC1=O, COc1ccnc(Cl)n1. The product is CCOC(=O)N1CCC(Nc2nccc(OC)n2)CC1. RXN SMILES: [CH2:10]([CH3:11])[O:12][C:13](=[O:14])[N:15]1[CH2:16][CH2:17][CH:18]([NH2:21])[CH2:19][CH2:20]1.[CH3:22][N:23]1[CH2:24][CH2:25][CH2:26][C:27]1=[O:28].[Cl:1][c:2]1[n:3][cH:4][cH:5][c:6]([O:8][CH3:9])[n:7]1>>[c:2]1([NH:21][CH:18]2[CH2:17][CH2:16][N:15]([C:13]([O:12][CH2:10][CH3:11])=[O:14])[CH2:20][CH2:19]2)[n:3][cH:4][cH:5][c:6]([O:8][CH3:9])[n:7]1. Starting materials: CC(=O)O[BH-](OC(C)=O)OC(C)=O, C1CNC1, O=C1CCN(Cc2ccccc2)CC1, CC(=O)O, ClCCl, [Na+]. Product: c1ccc(CN2CCC(N3CCC3)CC2)cc1. RXN SMILES: [C:23]([O:24][BH-:25]([O:26][C:27](=[O:28])[CH3:29])[O:30][C:31](=[O:32])[CH3:33])(=[O:34])[CH3:35].[CH2:19]1[CH2:20][NH:21][CH2:22]1.[CH2:5]([c:6]1[cH:7][cH:8][cH:9][cH:10][cH:11]1)[N:12]1[CH2:13][CH2:14][C:15](=[O:18])[CH2:16][CH2:17]1.[CH3:1][C:2](=[O:3])[OH:4].[Cl:37][CH2:38][Cl:39].[Na+:36]>>[CH2:5]([c:6]1[cH:7][cH:8][cH:9][cH:10][cH:11]1)[N:12]1[CH2:13][CH2:14][CH:15]([N:21]2[CH2:20][CH2:19][CH2:22]2)[CH2:16][CH2:17]1. The reactants are C(C)(=O)OCCOC1=NC=NC(=C1CCC1=CC=CC=C1)NS(=O)(=O)C1=CC=C(C=C1)C (2-[(5-phenethyl-6-p-toluenesulphonamido-4-pyrimidinyl)oxy]ethyl acetate), C([O-])([O-])=O.[K+].[K+] (potassium carbonate). Solvent: CO (methanol). Yields the product OCCOC1=C(C(=NC=N1)NS(=O)(=O)C1=CC=C(C=C1)C)CCC1=CC=CC=C1 (N-[6-(2-hydroxyethoxy)-5-phenethyl-4-pyrimidinyl]-p-toluenesulfonamide). The yield is 55.1%. As a reaction SMILES: C([O:4][CH2:5][CH2:6][O:7][C:8]1[C:13]([CH2:14][CH2:15][C:16]2[CH:21]=[CH:20][CH:19]=[CH:18][CH:17]=2)=[C:12]([NH:22][S:23]([C:26]2[CH:31]=[CH:30][C:29]([CH3:32])=[CH:28][CH:27]=2)(=[O:25])=[O:24])[N:11]=[CH:10][N:9]=1)(=O)C.C(=O)([O-])[O-].[K+].[K+]>CO>[OH:4][CH2:5][CH2:6][O:7][C:8]1[N:9]=[CH:10][N:11]=[C:12]([NH:22][S:23]([C:26]2[CH:31]=[CH:30][C:29]([CH3:32])=[CH:28][CH:27]=2)(=[O:24])=[O:25])[C:13]=1[CH2:14][CH2:15][C:16]1[CH:21]=[CH:20][CH:19]=[CH:18][CH:17]=1 |f:1.2.3|. Procedure: 80 mg of 2-[(5-phenethyl-6-p-toluenesulphonamido-4-pyrimidinyl)oxy]ethyl acetate in 5 ml of methanol were stirred with 53 mg of finely powdered potassium carbonate at 20° C. for 15 hours. Thereafter, the methanol was removed under reduced pressure, the residue was taken up in ethyl acetate, the organic phase was washed with water and saturated sodium chloride solution, dried and evaporated. The residue was chromatographed over silica gel with methylene chloride/ethyl acetate(1:1) and ethyl aceta... Reactants: BrC=1C=C(C=CC1)C1=NC2=C(N1C)C=CC=C2 (2-(3-Bromo-phenyl)-1-methyl-1H-benzoimidazole), C(C)OC([C@@H]1CNCCC1)=O ((S)-(+)-Nipecotic acid ethyl ester), C([O-])([O-])=O.[Cs+].[Cs+] (cesium carbonate), C1(=CC=CC=C1)P(C1=C(C2=CC=CC=C2C=C1)C1=C(C=CC2=CC=CC=C12)P(C1=CC=CC=C1)C1=CC=CC=C1)C1=CC=CC=C1 (rac-2,2′bis(diphenylphosphino)-1,1′-binaphtyl). Reagents/catalysts: C(C)(=O)[O-].[Pd+2].C(C)(=O)[O-] (palladium acetate). The solvent is C1(=CC=CC=C1)C (toluene). Conditions: temperature 80 celsius, time 20 minute. Product: C(C)OC(=O)[C@@H]1CN(CCC1)C1=CC(=CC=C1)C1=NC2=C(N1C)C=CC=C2 ((S)-1-[3-(1-Methyl-1H-benzoimidazol-2-yl)-phenyl]-piperidine-3-carboxylic acid ethyl ester). Yield: 69.7%. As a reaction SMILES: Br[C:2]1[CH:3]=[C:4]([C:8]2[N:12]([CH3:13])[C:11]3[CH:14]=[CH:15][CH:16]=[CH:17][C:10]=3[N:9]=2)[CH:5]=[CH:6][CH:7]=1.[CH2:18]([O:20][C:21](=[O:28])[C@H:22]1[CH2:27][CH2:26][CH2:25][NH:24][CH2:23]1)[CH3:19].C(=O)([O-])[O-].[Cs+].[Cs+].C1(P(C2C=CC=CC=2)C2C=CC3C(=CC=CC=3)C=2C2C3C(=CC=CC=3)C=CC=2P(C2C=CC=CC=2)C2C=CC=CC=2)C=CC=CC=1>C([O-])(=O)C.[Pd+2].C([O-])(=O)C.C1(C)C=CC=CC=1>[CH2:18]([O:20][C:21]([C@H:22]1[CH2:27][CH2:26][CH2:25][N:24]([C:2]2[CH:7]=[CH:6][CH:5]=[C:4]([C:8]3[N:12]([CH3:13])[C:11]4[CH:14]=[CH:15][CH:16]=[CH:17][C:10]=4[N:9]=3)[CH:3]=2)[CH2:23]1)=[O:28])[CH3:19] |f:2.3.4,6.7.8|. Reported procedure: Method 1—Step c 2-(3-Bromo-phenyl)-1-methyl-1H-benzoimidazole (0.85 g, 2.96 mmol), (S)-(+)-Nipecotic acid ethyl ester (0.60 g, 3.85 mmol) and cesium carbonate (4.82 g, 14.80 mmol) were placed into a dry Schlenk tube under nitrogen. At the same time palladium acetate (0.14 g, 0.60 mmol), and rac-2,2′bis(diphenylphosphino)-1,1′-binaphtyl (BINAP) (0.57 g, 0.90 mmol) were placed into a dry 7 mL vial under nitrogen. Then dry toluene (5 mL) was added and the mixture was stirred 20 minutes under nitrog... Reactants: FC(C1=CC=C(C(=O)Cl)C=C1)(F)F (p-trifluoromethylbenzoyl chloride), [H-].[H-].[H-].[H-].[Li+].[Al+3] (LAH), O (water), [OH-].[Na+] (NaOH), O (water). The solvent is C1CCOC1 (THF). Conditions: time 2 hour. The product is FC(C1=CC=C(CO)C=C1)(F)F (p-trifluoromethyl-benzyl alcohol). Yield: 130.1%. As a reaction SMILES: [F:1][C:2]([F:13])([F:12])[C:3]1[CH:11]=[CH:10][C:6]([C:7](Cl)=[O:8])=[CH:5][CH:4]=1.[H-].[H-].[H-].[H-].[Li+].[Al+3].O.[OH-].[Na+]>C1COCC1>[F:1][C:2]([F:12])([F:13])[C:3]1[CH:11]=[CH:10][C:6]([CH2:7][OH:8])=[CH:5][CH:4]=1 |f:1.2.3.4.5.6,8.9|. Procedure: To a mixture of 5 g (0.024 mol) of p-trifluoromethylbenzoyl chloride in 100 mL of THF was added in portions 3 g (0.027 mol) of LAH, stirred at room temperature for 2 h, then refluxed for 2 h and cooled. To the reaction mixture was added 3 mL of water, 3 mL of 15% NaOH solution, and 9 mL of water and the resulting mixture was refluxed for 10 min, cooled, and filtered. The filtrate was concentrated in vacuo to afford 5.5 g (100%) of p-trifluoromethyl-benzyl alcohol, as a clear oil. Yields the product O=C(NCCO)c1nc2ccccc2[nH]1. The reactants are ClC(Cl)Cl, NCCO, O=S(Cl)Cl, O=C(O)c1nc2ccccc2[nH]1. RXN SMILES: [CH:21]([Cl:22])([Cl:23])[Cl:24].[OH:17][CH2:18][CH2:19][NH2:20].[S:13]([Cl:14])([Cl:15])=[O:16].[nH:1]1[c:2]([C:10](=[O:11])[OH:12])[n:3][c:4]2[c:5]1[cH:6][cH:7][cH:8][cH:9]2>>[nH:1]1[c:2]([C:10](=[O:12])[NH:20][CH2:19][CH2:18][OH:17])[n:3][c:4]2[c:5]1[cH:6][cH:7][cH:8][cH:9]2. Reactants: O[C@@H]1C(=O)O[C@@H](CC1)CCCCCC ((2S,5R)-2-hydroxy-5-hexyl-δ-valerolactone), C1(=CC=CC=C1)P(C1=CC=CC=C1)C1=CC=CC=C1 (triphenylphosphine), C(CCCCCCC)OC1=C(C=C(C(=O)O)C=C1)C#N (4-octyloxy-3-cyanobenzoic acid), N(=NC(=O)OCC)C(=O)OCC (diethyl azodicarboxylate). Solvent: C1=CC=CC=C1 (benzene). Reaction conditions: time 8 hour. Yields the product C(CCCCCCC)OC1=C(C=C(C(=O)O[C@H]2C(=O)O[C@@H](CC2)CCCCCC)C=C1)C#N ((2R,5R)-(4'-octyloxy-3'-cyanobenzoyloxy)-5-hexyl-δ-valerolactone). Isolated yield 45.1%. RXN SMILES: [OH:1][C@H:2]1[CH2:8][CH2:7][C@@H:6]([CH2:9][CH2:10][CH2:11][CH2:12][CH2:13][CH3:14])[O:5][C:3]1=[O:4].[CH2:15]([O:23][C:24]1[CH:32]=[CH:31][C:27]([C:28](O)=[O:29])=[CH:26][C:25]=1[C:33]#[N:34])[CH2:16][CH2:17][CH2:18][CH2:19][CH2:20][CH2:21][CH3:22].N(C(OCC)=O)=NC(OCC)=O.C1(P(C2C=CC=CC=2)C2C=CC=CC=2)C=CC=CC=1>C1C=CC=CC=1>[CH2:15]([O:23][C:24]1[CH:32]=[CH:31][C:27]([C:28]([O:1][C@@H:2]2[CH2:8][CH2:7][C@@H:6]([CH2:9][CH2:10][CH2:11][CH2:12][CH2:13][CH3:14])[O:5][C:3]2=[O:4])=[O:29])=[CH:26][C:25]=1[C:33]#[N:34])[CH2:16][CH2:17][CH2:18][CH2:19][CH2:20][CH2:21][CH3:22]. Procedure details: In 1 ml of dehydrated benzene were suspended 100 mg of (2S,5R)-2-hydroxy-5-hexyl-δ-valerolactone synthesized in the same manner as described in Referential Example 2 and 120 mg of 4-octyloxy-3-cyanobenzoic acid, and 0.1 ml of diethyl azodicarboxylate was added to the suspension with stirring at room temperature. Then, 150 mg of triphenylphosphine was added to the mixture and reaction was carried out overnight with stirring. The reaction mixture was concentrated under a reduced pressure and the r... The reactants are P(=O)(Cl)(Cl)Cl (phosphorus oxychloride), BrCC(C)O (1-bromo-2-propanol). Run in C(Cl)(Cl)(Cl)Cl (carbon tetrachloride). Reaction conditions: time 8 hour. Yields the product BrCC(C)OP(=O)(Cl)Cl (Phosphorodichloridic acid 2-bromo-1-methylethyl ester). Yield: 42.2%. As a reaction SMILES: [P:1]([Cl:5])(Cl)([Cl:3])=[O:2].[Br:6][CH2:7][CH:8]([OH:10])[CH3:9]>C(Cl)(Cl)(Cl)Cl>[Br:6][CH2:7][CH:8]([O:10][P:1]([Cl:5])([Cl:3])=[O:2])[CH3:9]. Procedure details: To a solution of 46 g of phosphorus oxychloride in 110 ml of carbon tetrachloride was added with stirring 21 g of 1-bromo-2-propanol. The mixture was stirred overnight, the solvent removed and the residue evaporated twice from toluene at 35° C., then evaporated to dryness giving a dark oil. This oil was distilled on a Kugelrohr at 75° C., 0.3 mm giving 16.3 g of the desired compound as a white oil. The reactants are [OH-].[Na+] (sodium hydroxide), C=1C=CN2C1CN(C1=C(C2)C=CC=C1)C(=O)C1=CC(=C(C=C1)C1=C(C(CCC1)O)C)C ((10,11-Dihydro-5H-pyrrolo[2,1-c][1,4]benzodiazepin-10-yl)-[4-(3-hydroxy-2-methyl-cyclohex-1-en-1-yl)-3-methyl-phenyl]-methanone), C(C)(C)N(C(C)C)CC (N,N-diisopropylethyl amine), ClC(C(=O)Cl)(Cl)Cl (trichloroacetyl chloride), Cl (hydrochloric acid). Run in CC(=O)C (acetone), C(C)(=O)OCC (ethyl acetate), ClCCl (dichloromethane). Conditions: time 8 hour. The product is OC1C(=C(CCC1)C1=C(C=C(C(=O)N2CC=3N(CC4=C2C=CC=C4)C(=CC3)C(=O)O)C=C1)C)C (10-[4-(3-hydroxy-2-methyl-cyclohex-1-en-1-yl)-3-methyl-benzoyl]-10,11-dihydro-5H-pyrrolo[2,1-c][1,4]benzodiazepine-3-carboxylic acid). The yield is 49.0%. Reaction SMILES: [CH:1]1[CH:2]=[CH:3][N:4]2[CH2:10][C:9]3[CH:11]=[CH:12][CH:13]=[CH:14][C:8]=3[N:7]([C:15]([C:17]3[CH:22]=[CH:21][C:20]([C:23]4[CH2:28][CH2:27][CH2:26][CH:25]([OH:29])[C:24]=4[CH3:30])=[C:19]([CH3:31])[CH:18]=3)=[O:16])[CH2:6][C:5]=12.C(N(CC)C(C)C)(C)C.ClC(Cl)(Cl)[C:43](Cl)=[O:44].[OH-:48].[Na+].Cl>ClCCl.C(OCC)(=O)C.CC(C)=O>[OH:29][CH:25]1[CH2:26][CH2:27][CH2:28][C:23]([C:20]2[CH:21]=[CH:22][C:17]([C:15]([N:7]3[C:8]4[CH:14]=[CH:13][CH:12]=[CH:11][C:9]=4[CH2:10][N:4]4[C:3]([C:43]([OH:44])=[O:48])=[CH:2][CH:1]=[C:5]4[CH2:6]3)=[O:16])=[CH:18][C:19]=2[CH3:31])=[C:24]1[CH3:30] |f:3.4|. Procedure details: (10,11-Dihydro-5H-pyrrolo[2,1-c][1,4]benzodiazepin-10-yl)-[4-(3-hydroxy-2-methyl-cyclohex-1-en-1-yl)-3-methyl-phenyl]-methanone of Example 9 (0.590 g, 1.43 mmol), and N,N-diisopropylethyl amine (1.25 mL, 7.15 mmol) were dissolved in anhydrous dichloromethane (7.2 mL) followed by dropwise addition of trichloroacetyl chloride (0.638 mL, 5.72 mmol). The reaction was stirred at room temperature overnight, diluted with ethyl acetate and washed with water, saturated aqueous sodium bicarbonate and brin...